Dataset: the Open Reaction Database (ORD), a public repository of structured organic reaction records. Task: describe an organic reaction: reactants, conditions, products, and yield The reactants are COc1ccc(C(=O)Cl)cc1, ClCCl, CCc1c(NCC(N)C(=O)OC(C)(C)C)ncnc1N1CCC(c2ccc3c(n2)NCCC3)CC1, c1ccncc1. Yields the product CCc1c(NCC(C(=O)OC(C)(C)C)C(=O)c2ccc(OC)cc2)ncnc1N1CCC(c2ccc3c(n2)NCCC3)CC1. Reaction SMILES: [CH3:1][O:2][c:3]1[cH:4][cH:5][c:6]([C:7](=[O:8])[Cl:9])[cH:10][cH:11]1.[Cl:47][CH2:48][Cl:49].[NH2:12][CH:13]([C:14](=[O:15])[O:16][C:17]([CH3:18])([CH3:19])[CH3:20])[CH2:21][NH:22][c:23]1[n:24][cH:25][n:26][c:27]([N:31]2[CH2:32][CH2:33][CH:34]([c:37]3[n:38][c:39]4[c:44]([cH:45][cH:46]3)[CH2:43][CH2:42][CH2:41][NH:40]4)[CH2:35][CH2:36]2)[c:28]1[CH2:29][CH3:30].[cH:50]1[cH:51][cH:52][n:53][cH:54][cH:55]1>>[CH3:1][O:2][c:3]1[cH:4][cH:5][c:6]([C:7](=[O:8])[CH:13]([C:14](=[O:15])[O:16][C:17]([CH3:18])([CH3:19])[CH3:20])[CH2:21][NH:22][c:23]2[n:24][cH:25][n:26][c:27]([N:31]3[CH2:32][CH2:33][CH:34]([c:37]4[n:38][c:39]5[c:44]([cH:45][cH:46]4)[CH2:43][CH2:42][CH2:41][NH:40]5)[CH2:35][CH2:36]3)[c:28]2[CH2:29][CH3:30])[cH:10][cH:11]1. Reactants: CC(=O)c1ccc2c(c1)N(S(=O)(=O)c1ccc(C(C)(C)C)cc1)Cc1ccc(C(F)(F)F)nc1N2, CCO, Cl, NO, c1ccncc1. Product: CC(=NO)c1ccc2c(c1)N(S(=O)(=O)c1ccc(C(C)(C)C)cc1)Cc1ccc(C(F)(F)F)nc1N2. Reaction SMILES: [C:1]([CH3:2])([CH3:3])([CH3:4])[c:5]1[cH:6][cH:7][c:8]([S:11](=[O:12])(=[O:13])[N:14]2[CH2:15][c:16]3[c:17]([n:28][c:29]([C:32]([F:33])([F:34])[F:35])[cH:30][cH:31]3)[NH:18][c:19]3[c:20]2[cH:21][c:22]([C:25]([CH3:26])=[O:27])[cH:23][cH:24]3)[cH:9][cH:10]1.[CH3:45][CH2:46][OH:47].[ClH:36].[NH2:37][OH:38].[cH:39]1[cH:40][cH:41][n:42][cH:43][cH:44]1>>[C:1]([CH3:2])([CH3:3])([CH3:4])[c:5]1[cH:6][cH:7][c:8]([S:11](=[O:12])(=[O:13])[N:14]2[CH2:15][c:16]3[c:17]([n:28][c:29]([C:32]([F:33])([F:34])[F:35])[cH:30][cH:31]3)[NH:18][c:19]3[c:20]2[cH:21][c:22]([C:25]([CH3:26])=[N:37][OH:38])[cH:23][cH:24]3)[cH:9][cH:10]1. Reactants: BrCc1ccccc1, C#CCCC(=O)O, [K+], [K+], O=C([O-])[O-], CN(C)C=O, O. Product: C#CCCC(=O)OCc1ccccc1. Reaction SMILES: [Br:14][CH2:15][c:16]1[cH:17][cH:18][cH:19][cH:20][cH:21]1.[C:1]([CH2:2][CH2:3][C:4]#[CH:5])(=[O:6])[OH:7].[K+:8].[K+:9].[O-:10][C:11]([O-:12])=[O:13].[O:22]=[CH:23][N:24]([CH3:25])[CH3:26].[OH2:27]>>[C:1]([CH2:2][CH2:3][C:4]#[CH:5])(=[O:6])[O:7][CH2:15][c:16]1[cH:17][cH:18][cH:19][cH:20][cH:21]1. Reactants: CC(=O)O, Clc1ccncc1, Nc1ccc(C(=O)O)cc1. Yields the product O=C(O)c1ccc(Nc2ccncc2)cc1. RXN SMILES: [CH3:18][C:19](=[O:20])[OH:21].[Cl:11][c:12]1[cH:13][cH:14][n:15][cH:16][cH:17]1.[NH2:1][c:2]1[cH:3][cH:4][c:5]([C:8]([OH:9])=[O:10])[cH:6][cH:7]1>>[NH:1]([c:2]1[cH:3][cH:4][c:5]([C:8]([OH:9])=[O:10])[cH:6][cH:7]1)[c:12]1[cH:13][cH:14][n:15][cH:16][cH:17]1.